This data is from the Open Reaction Database (ORD), a public repository of structured organic reaction records. The task is: describe an organic reaction: reactants, conditions, products, and yield Reactants: O (water), O(C1=CC=C(C=C1)O)C1=CC=C(C=C1)O (4,4′-oxydiphenol), C([O-])([O-])=O.[K+].[K+] (potassium carbonate), BrCCCCCCC (1-bromoheptane). The solvent is CN(C)C=O (DMF). Product: O(C1=CC=C(C=C1)OCCCCCCC)C1=CC=C(C=C1)OCCCCCCC (4,4′-oxybis((heptyloxy)benzene)). As a reaction SMILES: [O:1]([C:9]1[CH:14]=[CH:13][C:12]([OH:15])=[CH:11][CH:10]=1)[C:2]1[CH:7]=[CH:6][C:5](O)=[CH:4][CH:3]=1.[C:16](=[O:19])([O-])[O-].[K+].[K+].Br[CH2:23][CH2:24][CH2:25][CH2:26][CH2:27][CH2:28][CH3:29].O>CN(C=O)C>[O:1]([C:2]1[CH:7]=[CH:6][C:5]([O:19][CH2:16][CH2:6][CH2:7][CH2:2][CH2:3][CH2:4][CH3:5])=[CH:4][CH:3]=1)[C:9]1[CH:14]=[CH:13][C:12]([O:15][CH2:23][CH2:24][CH2:25][CH2:26][CH2:27][CH2:28][CH3:29])=[CH:11][CH:10]=1 |f:1.2.3|. Reported procedure: 4,4′-oxydiphenol (4,4′-dihydroxydiphenyl ether) (1 eq, 10 g, 49.5 mmol), potassium carbonate (2.5 eq, 17.1029 g, 123.75 mmol, 138.205 g/mol), and 1-bromoheptane (2.5 eq, 22.1636 g, 19.5 mL, 123.75 mmol, 179.10 g/mol, d=1.14 g/mL) were dissolved in DMF (100 mL) at 80° C. The reaction was stirred until complete as determined by TLC. The reaction was poured into water and filtered. The crude product was taken up in methanol and heated while stirring, followed by sonication. The suspension was then ... The product is Cc1ccc(CC2CCN(C(=O)C(=O)Nc3ccc4[nH]c(=O)sc4c3)CC2)cc1. The reactants are CCOCC, Cc1ccc(CC2CCNCC2)cc1, O=C(O)C(=O)Nc1ccc2[nH]c(=O)sc2c1. As a reaction SMILES: [CH2:31]([O:32][CH2:33][CH3:34])[CH3:35].[CH3:17][c:18]1[cH:19][cH:20][c:21]([CH2:22][CH:23]2[CH2:24][CH2:25][NH:26][CH2:27][CH2:28]2)[cH:29][cH:30]1.[O:1]=[c:2]1[s:3][c:4]2[c:5]([nH:6]1)[cH:7][cH:8][c:9]([NH:11][C:12]([C:13](=[O:14])[OH:15])=[O:16])[cH:10]2>>[O:1]=[c:2]1[s:3][c:4]2[c:5]([nH:6]1)[cH:7][cH:8][c:9]([NH:11][C:12]([C:13](=[O:15])[N:26]1[CH2:25][CH2:24][CH:23]([CH2:22][c:21]3[cH:20][cH:19][c:18]([CH3:17])[cH:30][cH:29]3)[CH2:28][CH2:27]1)=[O:16])[cH:10]2. Reactants: CO, [Na+], O, O=C([O-])O, COC1=C(OC)C(=O)C(Cc2cccc(C(=O)Nc3cccnc3)c2OC(C)=O)=C(C)C1=O. Product: COC1=C(OC)C(=O)C(Cc2cccc(C(=O)Nc3cccnc3)c2O)=C(C)C1=O. Reaction SMILES: [CH3:39][OH:40].[Na+:34].[OH2:41].[OH:35][C:36](=[O:37])[O-:38].[n:1]1[cH:2][c:3]([NH:7][C:8]([c:9]2[c:10]([O:29][C:30](=[O:31])[CH3:32])[c:11]([CH2:15][C:16]3=[C:21]([CH3:22])[C:20](=[O:23])[C:19]([O:24][CH3:25])=[C:18]([O:26][CH3:27])[C:17]3=[O:28])[cH:12][cH:13][cH:14]2)=[O:33])[cH:4][cH:5][cH:6]1>>[n:1]1[cH:2][c:3]([NH:7][C:8]([c:9]2[c:10]([OH:29])[c:11]([CH2:15][C:16]3=[C:21]([CH3:22])[C:20](=[O:23])[C:19]([O:24][CH3:25])=[C:18]([O:26][CH3:27])[C:17]3=[O:28])[cH:12][cH:13][cH:14]2)=[O:33])[cH:4][cH:5][cH:6]1. Starting materials: CN(C)C=O (DMF), C(=O)(OCC)C1=CC=C(N)C=C1 (4-carboethoxyaniline), C(=C)S(=O)(=O)F (ethenesulfonyl fluoride). Run in O (water). Run at temperature 110 celsius. The product is C(=O)(OCC)C1=CC=C(C=C1)NC=CS(=O)(=O)F (2-[(4-Carboethoxyphenyl)amino]ethenesulfonyl Fluoride). The yield is 49.8%. Reaction SMILES: CN(C=O)C.[C:6]([C:11]1[CH:17]=[CH:16][C:14]([NH2:15])=[CH:13][CH:12]=1)([O:8][CH2:9][CH3:10])=[O:7].[CH:18]([S:20]([F:23])(=[O:22])=[O:21])=[CH2:19]>O>[C:6]([C:11]1[CH:12]=[CH:13][C:14]([NH:15][CH:19]=[CH:18][S:20]([F:23])(=[O:22])=[O:21])=[CH:16][CH:17]=1)([O:8][CH2:9][CH3:10])=[O:7]. Procedure: To a 75 mL DMF solution of 4-carboethoxyaniline (3.88 g, 23.5 mmol) was added ethenesulfonyl fluoride (3.3 mL, 30 mmol) under nitrogen. The solution was warmed to 100-120° C. for 6 hours. The cooled solution was slowly Poured into water and chilled in ice. The yellow solid precipitate was collected, dissolved in methylene chloride, washed with brine and dried (Na2SO4). After the solvent had been removed by distillation, the brown solid (5.4 g) was crystallized from methylene chloride/ether/hexan... The product is C(C)OC(=O)CC1=CC=C(N\C(\C2=CC=CC=C2)=C\2/C(NC3=CC(=C(C=C23)OC)OC)=O)C=C1 (3-(Z)-[1-(4-ethoxycarbonylmethyl-anilino)-1-phenyl-methylidene]-5,6-dimethoxy-2-indolinone). Procedure details: Prepared from 1-acetyl-3-(1-ethoxy-1-phenyl-methylidene)-5,6-dimethoxy-2-indolinone and ethyl 4-aminophenylacetate RXN SMILES: C([N:4]1[C:12]2[C:7](=[CH:8][C:9]([O:15][CH3:16])=[C:10]([O:13][CH3:14])[CH:11]=2)[C:6](=[C:17](OCC)[C:18]2[CH:23]=[CH:22][CH:21]=[CH:20][CH:19]=2)[C:5]1=[O:27])(=O)C.[NH2:28][C:29]1[CH:34]=[CH:33][C:32]([CH2:35][C:36]([O:38][CH2:39][CH3:40])=[O:37])=[CH:31][CH:30]=1>>[CH2:39]([O:38][C:36]([CH2:35][C:32]1[CH:31]=[CH:30][C:29]([NH:28]/[C:17](=[C:6]2\[C:5](=[O:27])[NH:4][C:12]3[C:7]\2=[CH:8][C:9]([O:15][CH3:16])=[C:10]([O:13][CH3:14])[CH:11]=3)/[C:18]2[CH:19]=[CH:20][CH:21]=[CH:22][CH:23]=2)=[CH:34][CH:33]=1)=[O:37])[CH3:40]. The reactants are C(C)(=O)N1C(C(C2=CC(=C(C=C12)OC)OC)=C(C1=CC=CC=C1)OCC)=O (1-acetyl-3-(1-ethoxy-1-phenyl-methylidene)-5,6-dimethoxy-2-indolinone), NC1=CC=C(C=C1)CC(=O)OCC (ethyl 4-aminophenylacetate). Starting materials: Cc1cc(N)n[nH]1, O=C(c1ccc(F)c(Cl)c1)c1nc(Cl)c2ccccc2n1, [I-], [K+], CN(C)C=O, O. Product: Cc1cc(Nc2nc(C(=O)c3ccc(F)c(Cl)c3)nc3ccccc23)n[nH]1. Reaction SMILES: [CH3:1][c:2]1[cH:3][c:4]([NH2:7])[n:5][nH:6]1.[Cl:10][c:11]1[cH:12][c:13]([C:18](=[O:19])[c:20]2[n:21][c:22]3[cH:23][cH:24][cH:25][cH:26][c:27]3[c:28]([Cl:30])[n:29]2)[cH:14][cH:15][c:16]1[F:17].[I-:9].[K+:8].[O:32]=[CH:33][N:34]([CH3:35])[CH3:36].[OH2:31]>>[CH3:1][c:2]1[cH:3][c:4]([NH:7][c:28]2[c:27]3[c:22]([n:21][c:20]([C:18]([c:13]4[cH:12][c:11]([Cl:10])[c:16]([F:17])[cH:15][cH:14]4)=[O:19])[n:29]2)[cH:23][cH:24][cH:25][cH:26]3)[n:5][nH:6]1. Starting materials: FC1=CC=C(C=C1)O (p-fluorophenol), nitrile, ( 2 ), FC1=CC=C(OCCC(=O)O)C=C1 (β-(p-fluorophenoxy)propionic acid), S(O)(O)(=O)=O (sulfuric acid), Cl (hydrochloric acid), FC1=CC=C(OCCC#N)C=C1 (β-(p-fluorophenoxy)propionitrile), C(C=C)#N (acrylonitrile), FC1=CC=C(OCCC(=O)O)C=C1 (β-(p-fluorophenoxy)propionic acid). Product: FC=1C=C2C(CCOC2=CC1)=O (6-fluoro-4-chromanone). RXN SMILES: FC1C=CC(O)=CC=1.FC1C=CC(OCCC#N)=CC=1.C(#N)C=C.[F:25][C:26]1[CH:37]=[CH:36][C:29]([O:30][CH2:31][CH2:32][C:33]([OH:35])=O)=[CH:28][CH:27]=1.Cl.S(=O)(=O)(O)O>>[F:25][C:26]1[CH:27]=[C:28]2[C:29](=[CH:36][CH:37]=1)[O:30][CH2:31][CH2:32][C:33]2=[O:35]. Procedure details: Later developments in the overall method of production then finally gave a process for producing sorbinil which involved the following steps, viz., (1) p-fluorophenol was first converted to β-(p-fluorophenoxy)propionitrile by treatment with acrylonitrile in the presence of Triton B; (2) the nitrile intermediate was then converted to β-(p-fluorophenoxy)propionic acid by means of hydrochloric acid; (3) β-(p-fluorophenoxy)propionic acid was then condensed in the presence of concentrated sulfuric ac...